From a dataset of the Open Reaction Database (ORD), a public repository of structured organic reaction records. describe an organic reaction: reactants, conditions, products, and yield Starting materials: ClCCCBr, O=C([O-])[O-], CC#N, [K+], [K+], c1ccc(C2CCNCC2)cc1. Yields the product ClCCCN1CCC(c2ccccc2)CC1. As a reaction SMILES: [Br:13][CH2:14][CH2:15][CH2:16][Cl:17].[C:18](=[O:19])([O-:20])[O-:21].[CH3:24][C:25]#[N:26].[K+:22].[K+:23].[c:1]1([CH:7]2[CH2:8][CH2:9][NH:10][CH2:11][CH2:12]2)[cH:2][cH:3][cH:4][cH:5][cH:6]1>>[c:1]1([CH:7]2[CH2:8][CH2:9][N:10]([CH2:14][CH2:15][CH2:16][Cl:17])[CH2:11][CH2:12]2)[cH:2][cH:3][cH:4][cH:5][cH:6]1. Reported procedure: A suspension of 4-amino-5-chloro-2-methoxybenzoic acid (1.72 g, 8.5 mmol) in anhydrous tetrahydrofuran (10 mL) under nitrogen was treated with 1,1-carbonyldiimidazole (1.46 g, 9.0 mmol), stirred for one hour, then degassed under a stream of nitrogen for 10 minutes. A solution of 1-azabicyclo[3.2.1]octane-5-methanamine (1.27 g, 9.0 mmol) in anhydrous tetrahydrofuran (8 mL) was added, and stirring was continued at room temperature for 18 hours and at 50° C. for one hour. The mixture was concentrat... The solvent is O1CCCC1 (tetrahydrofuran), O1CCCC1 (tetrahydrofuran). As a reaction SMILES: [NH2:1][C:2]1[C:10]([Cl:11])=[CH:9][C:5]([C:6]([OH:8])=O)=[C:4]([O:12][CH3:13])[CH:3]=1.[N:14]12[CH2:21][C:18]([CH2:22][NH2:23])([CH2:19][CH2:20]1)[CH2:17][CH2:16][CH2:15]2>O1CCCC1>[NH2:1][C:2]1[C:10]([Cl:11])=[CH:9][C:5]([C:6]([NH:23][CH2:22][C:18]23[CH2:21][N:14]([CH2:20][CH2:19]2)[CH2:15][CH2:16][CH2:17]3)=[O:8])=[C:4]([O:12][CH3:13])[CH:3]=1. Reactants: 1,1-carbonyldiimidazole, NC1=CC(=C(C(=O)O)C=C1Cl)OC (4-amino-5-chloro-2-methoxybenzoic acid), N12CCCC(CC1)(C2)CN (1-azabicyclo[3.2.1]octane-5-methanamine). Run at time 1 hour. Product: NC1=CC(=C(C(=O)NCC23CCCN(CC2)C3)C=C1Cl)OC (4-Amino-N-(1-azabicyclo[3.2.1]oct-5-ylmethyl)-5-chloro-2-methoxybenzamide). Isolated yield 69.8%. Starting materials: CC=1C(=C2C=CN(C2=C(C1)C)S(=O)(=O)C1=CC=C(C)C=C1)C(C)C1=NC2=C(N1COCC[Si](C)(C)C)C=CC(=C2)C#N ((±)-2-(1-(5,7-dimethyl-1-tosyl-1H-indol-4-yl)ethyl)-1-((2-(trimethylsilyl)ethoxy)methyl)-1H-benzo[d]imidazole-5-carbonitrile), CC=1C(=C2C=CN(C2=C(C1)C)S(=O)(=O)C1=CC=C(C)C=C1)C(C)C1=NC2=C(N1COCC[Si](C)(C)C)C=C(C=C2)C#N ((±)-2-(1-(5,7-dimethyl-1-tosyl-1H-indol-4-yl)ethyl)-1-((2-(trimethylsilyl)ethoxy)methyl)-1H-benzo[d]imidazole-6-carbonitrile), 64-C. The product is CC=1C(=C2C=CNC2=C(C1)C)C(C)C1=NC2=C(N1)C=CC(=C2)C#N ((±)-2-(1-(5,7-Dimethyl-1H-indol-4-yl)ethyl)-1H-benzo[d]imidazole-5-carbonitrile). Reaction SMILES: [CH3:1][C:2]1[C:3]([CH:22]([C:24]2[N:28](COCC[Si](C)(C)C)[C:27]3[CH:37]=[CH:38][C:39]([C:41]#[N:42])=[CH:40][C:26]=3[N:25]=2)[CH3:23])=[C:4]2[C:8](=[C:9]([CH3:11])[CH:10]=1)[N:7](S(C1C=CC(C)=CC=1)(=O)=O)[CH:6]=[CH:5]2.CC1C(C(C2N(COCC[Si](C)(C)C)C3C=C(C#N)C=CC=3N=2)C)=C2C(=C(C)C=1)N(S(C1C=CC(C)=CC=1)(=O)=O)C=C2>>[CH3:1][C:2]1[C:3]([CH:22]([C:24]2[NH:28][C:27]3[CH:37]=[CH:38][C:39]([C:41]#[N:42])=[CH:40][C:26]=3[N:25]=2)[CH3:23])=[C:4]2[C:8](=[C:9]([CH3:11])[CH:10]=1)[NH:7][CH:6]=[CH:5]2. Procedure: The title compound was synthesized from a mixture of (±)-2-(1-(5,7-dimethyl-1-tosyl-1H-indol-4-yl)ethyl)-1-((2-(trimethylsilyl)ethoxy)methyl)-1H-benzo[d]imidazole-5-carbonitrile and (±)-2-(1-(5,7-dimethyl-1-tosyl-1H-indol-4-yl)ethyl)-1-((2-(trimethylsilyl)ethoxy)methyl)-1H-benzo[d]imidazole-6-carbonitrile as described in Example 64-B and 64-C. 1H NMR (400 MHz, DMSO-d6) δ ppm 12.22 (br. s., 1H) 10.86 (br. s., 1H) 8.13 (m) 7.69-7.84 (m) 7.36-7.54 (m) 7.05 (t, J=2.78 Hz, 1H) 6.76 (s, 1H) 5.83-5.96 ... As a reaction SMILES: C1N=C[N:3]([C:6]([N:8]2C=N[CH:10]=[CH:9]2)=[O:7])C=1.N1C=CN=C1.N[C:19]1[CH:24]=[CH:23][C:22]([C:25]2[CH:30]=[CH:29][CH:28]=[CH:27][CH:26]=2)=[CH:21][CH:20]=1.N[C:32]1[CH:37]=[CH:36]C=C[C:33]=1[C:38]1[NH:42][N:41]=[N:40][N:39]=1>O1CCCC1>[C:22]1([C:25]2[CH:30]=[CH:29][CH:28]=[CH:27][CH:26]=2)[CH:23]=[CH:24][CH:19]=[CH:20][C:21]=1[C:37]1[CH:36]=[CH:10][C:9]([NH:8][C:6]([NH2:3])=[O:7])=[C:33]([C:38]2[NH:42][N:41]=[N:40][N:39]=2)[CH:32]=1. Starting materials: NC1=C(C=CC=C1)C1=NN=NN1 (5-(2-aminophenyl)tetrazole), C1=CN(C=N1)C(=O)N2C=CN=C2 (N,N-carbonyldiimidazole), N1C=NC=C1 (imidazole), NC1=CC=C(C=C1)C1=CC=CC=C1 (4-aminobiphenyl). Product: C1(=C(C=CC=C1)C1=CC(=C(C=C1)NC(=O)N)C1=NN=NN1)C1=CC=CC=C1 (4-Biphenylyl-2-(1-H-tetrazol-5-yl)phenyl urea). The solvent is O1CCCC1 (tetrahydrofuran), O1CCCC1 (tetrahydrofuran). Reaction conditions: time 4 hour. Reported procedure: To a solution of N,N-carbonyldiimidazole (0.96 g, 5.0 mmol) and imidazole (0.68 g, 10 mmol) in tetrahydrofuran (10 mL) at 0° C. was added 4-aminobiphenyl (1.0 g, 5.9 mmol) in tetrahydrofuran (10 mL). After stirring at 0° C. for 10 min 5-(2-aminophenyl)tetrazole (1.14 g, 7.1 mmol) was added. The reaction was stirred for another 4 hours and filtered. The filtrate was evaporated to dryness and the crude product purified by column chromatography. A yield of 0.28 g was obtained. M.p. 224-226° C. Starting materials: OC[C@@H]1C[C@@H](CC1)C(=O)OC ((1R,3S)-methyl 3-(hydroxymethyl)cyclopentanecarboxylate), C1(=CC=CC=C1)P(C1=CC=CC=C1)C1=CC=CC=C1 (triphenyl phosphine), C(Br)(Br)(Br)Br (carbon tetrabromide). Solvent: C(Cl)Cl (DCM). Reaction conditions: time 8 hour. Yields the product BrC[C@@H]1C[C@@H](CC1)C(=O)OC ((1R,3S)-methyl 3-(bromomethyl)cyclopentanecarboxylate). Yield: 31.7%. RXN SMILES: O[CH2:2][C@H:3]1[CH2:7][CH2:6][C@@H:5]([C:8]([O:10][CH3:11])=[O:9])[CH2:4]1.C1(P(C2C=CC=CC=2)C2C=CC=CC=2)C=CC=CC=1.C(Br)(Br)(Br)[Br:32]>C(Cl)Cl>[Br:32][CH2:2][C@H:3]1[CH2:7][CH2:6][C@@H:5]([C:8]([O:10][CH3:11])=[O:9])[CH2:4]1. Reported procedure: To a 0° C. solution of 99 (6.6 gm, 50 mmol, 1 equi.) in 60 mL of DCM was added triphenyl phosphine (60 mmol, 1.2 equi, 15.72 gm) followed by carbon tetrabromide (60 mmol, 1.2 equi. 19.86 gm). The reaction mixture was stirred overnight allowing the temperature to rise to room temperature. Reaction was concentrated to dryness and the residue was diluted with ether/DCM (1:1, 20 ml) and filtered through a pad of celite. The filtrate was concentrated to dryness and the residue was purified by silica ... The reactants are C(C)(=O)OC1=C(C=C(C(=O)O)C=C1OC)C#N (4-acetoxy-3-cyano-5-methoxybenzoic acid), P(Br)(Br)Br (PBr3). Run in ClCCl (dichloromethane), ClCCl (dichloromethane). The product is OC=1C=C(C(=O)O)C=C(C1O)C#N (3,4-Dihydroxy-5-cyanobenzoic acid). Reaction SMILES: C([O:4][C:5]1[C:13]([O:14]C)=[CH:12][C:8]([C:9]([OH:11])=[O:10])=[CH:7][C:6]=1[C:16]#[N:17])(=O)C.P(Br)(Br)Br>ClCCl>[OH:14][C:13]1[CH:12]=[C:8]([CH:7]=[C:6]([C:16]#[N:17])[C:5]=1[OH:4])[C:9]([OH:11])=[O:10]. Procedure: To a solution containing 2.3 g of 4-acetoxy-3-cyano-5-methoxybenzoic acid in 10 ml of dichloromethane 40 ml of 1 molar PBr3 in dichloromethane was added. The mixture was stirred over night at room temperature. The solvent was evaporated in vacuo and to the residue ice-water was added. The reactants are C(C1=CC=CO1)O (furfuryl alcohol), C(CCCC(=O)OC)(=O)OC (dimethyl glutarate), [Na] (sodium). The solvent is CO (Methanol). Run at time 4 hour. Product: C(CCCC(=O)OCC1=CC=CO1)(=O)OCC1=CC=CO1 (DIFURFURYL GLUTARATE). RXN SMILES: [CH2:1]([OH:7])[C:2]1[O:6][CH:5]=[CH:4][CH:3]=1.[C:8]([O:17]C)(=O)[CH2:9][CH2:10][CH2:11][C:12]([O:14][CH3:15])=[O:13].[Na]>CO>[C:12]([O:14][CH2:15][C:5]1[O:6][CH:2]=[CH:3][CH:4]=1)(=[O:13])[CH2:11][CH2:10][CH2:9][C:8]([O:7][CH2:1][C:2]1[O:6][CH:5]=[CH:4][CH:3]=1)=[O:17] |^1:18|. Procedure details: 196 parts by wt. of furfuryl alcohol and 160 parts by wt. dimethyl glutarate (stoichiometric proportions) were mixed and 0.5-0.75% wt. sodium metal added. The mixture was heated to a temperature in the range from 214°-240° F. under a nitrogen atmoshpere. Methanol was evolved and removed as the reaction progressed. After a period of 4 hours, a waxy solid was obtained. After washing the product with water, the residure was a liquid which was identified as difurfuryl glutarate by gas chromatography... The reactants are [Al+3], COc1ccccc1, [Cl-], [Cl-], [Cl-], O=C(Cl)CCCCl, ClCCl, O. Product: COc1ccc(C(=O)CCCCl)cc1. Reaction SMILES: [Al+3:10].[CH3:1][O:2][c:3]1[cH:4][cH:5][cH:6][cH:7][cH:8]1.[Cl-:11].[Cl-:12].[Cl-:9].[Cl:13][CH2:14][CH2:15][CH2:16][C:17](=[O:18])[Cl:19].[Cl:21][CH2:22][Cl:23].[OH2:20]>>[CH3:1][O:2][c:3]1[cH:4][cH:5][c:6]([C:17]([CH2:16][CH2:15][CH2:14][Cl:13])=[O:18])[cH:7][cH:8]1. Reactants: [OH-].[K+] (potassium hydroxide), N1C=CC2=CC(=CC=C12)C(=O)O (indole 5-carboxylic acid), CN1CCC(CC1)=O (1-methyl-4-piperidone). The solvent is CO (methanol). Yields the product C(=O)(O)C=1C=C2C(=CNC2=CC1)C1=CCN(CC1)C (5-carboxy-3-(1-methyl-1,2,5,6-tetrahydropyridin-4-yl)-1H-indole). The yield is 71.0%. Reaction SMILES: [OH-].[K+].[NH:3]1[C:11]2[C:6](=[CH:7][C:8]([C:12]([OH:14])=[O:13])=[CH:9][CH:10]=2)[CH:5]=[CH:4]1.[CH3:15][N:16]1[CH2:21][CH2:20][C:19](=O)[CH2:18][CH2:17]1>CO>[C:12]([C:8]1[CH:7]=[C:6]2[C:11](=[CH:10][CH:9]=1)[NH:3][CH:4]=[C:5]2[C:19]1[CH2:20][CH2:21][N:16]([CH3:15])[CH2:17][CH:18]=1)([OH:14])=[O:13] |f:0.1|. Procedure: To a solution of 5.8 gm (90 mMol) potassium hydroxide in 50 mL methanol were added 4.83 gm (30 mMol) indole 5-carboxylic acid followed by 7.4 mL (60 mMol) 1-methyl-4-piperidone and the resulting solution was heated at reflux for 18 hours. The reaction mixture was then concentrated under reduced pressure and the resulting oil dissolved in 200 mL water. The solution was gradually neutralized by addition of 18 mL 5N hydrochloric acid. The precipitate which formed was isolated by filtration and wash... The solvent is CN(C=O)C (dimethylformamide), CN(C=O)C (dimethylformamide). Procedure details: To a 80% suspension of 0.28 mol of sodium hydride in dimethylformamide, 0.06 mol of 3-morpholinomethylphenol is added portionwise, under stirring at a temperature of about 20° C., then the mixture is stirred 15 minutes at room temperature and a solution of 0.08 mol of 3-chloropropylamine hydrochloride in 20 ml of dimethylformamide is added thereto at 5°-10° C. The reaction mixture is stirred 24 hours at room temperature, then, after addition of 400 ml of ice-water, it is extracted 4 times with 1... The yield is 64.0%. Reactants: Cl.ClCCCN (3-chloropropylamine hydrochloride), ice water, suspension, [H-].[Na+] (sodium hydride), O1CCN(CC1)CC=1C=C(C=CC1)O (3-morpholinomethylphenol). Conditions: temperature 20 celsius. Reaction SMILES: [H-].[Na+].[O:3]1[CH2:8][CH2:7][N:6]([CH2:9][C:10]2[CH:11]=[C:12]([OH:16])[CH:13]=[CH:14][CH:15]=2)[CH2:5][CH2:4]1.Cl.Cl[CH2:19][CH2:20][CH2:21][NH2:22]>CN(C)C=O>[O:3]1[CH2:4][CH2:5][N:6]([CH2:9][C:10]2[CH:11]=[C:12]([CH:13]=[CH:14][CH:15]=2)[O:16][CH2:19][CH2:20][CH2:21][NH2:22])[CH2:7][CH2:8]1 |f:0.1,3.4|. The product is O1CCN(CC1)CC=1C=C(OCCCN)C=CC1 (3-(3-morpholinomethylphenoxy)propylamine).